From a dataset of the Open Reaction Database (ORD), a public repository of structured organic reaction records. describe an organic reaction: reactants, conditions, products, and yield Starting materials: ClC1=CC=C2C=CC(=NC2=C1)/C=C/C=1C=C(CCl)C=CC1 (3-[2(E)-(7-chloroquinolin-2-yl)ethenyl]benzyl chloride), [Cl-].[NH4+] (ammonium chloride), [H-].[Na+] (Sodium hydride), C(C1=CC=CC=C1)(C1=CC=CC=C1)(C1=CC=CC=C1)OC=1C=CC=C2C=CNC12 (7-trityloxyindole). Run in CN(C=O)C (dimethylformamide), CN(C=O)C (dimethylformamide). Reaction conditions: time 10 minute. Product: ClC1=CC=C2C=CC(=NC2=C1)/C=C/C=1C=C(CN2C=CC3=CC=CC(=C23)OC(C2=CC=CC=C2)(C2=CC=CC=C2)C2=CC=CC=C2)C=CC1 (1-[3-{2(E)-(7-Chloroquinolin-2-yl)ethenyl}benzyl]-7-trityloxy-indole). As a reaction SMILES: [H-].[Na+].[C:3]([O:22][C:23]1[CH:24]=[CH:25][CH:26]=[C:27]2[C:31]=1[NH:30][CH:29]=[CH:28]2)([C:16]1[CH:21]=[CH:20][CH:19]=[CH:18][CH:17]=1)([C:10]1[CH:15]=[CH:14][CH:13]=[CH:12][CH:11]=1)[C:4]1[CH:9]=[CH:8][CH:7]=[CH:6][CH:5]=1.[Cl:32][C:33]1[CH:42]=[C:41]2[C:36]([CH:37]=[CH:38][C:39](/[CH:43]=[CH:44]/[C:45]3[CH:46]=[C:47]([CH:50]=[CH:51][CH:52]=3)[CH2:48]Cl)=[N:40]2)=[CH:35][CH:34]=1.[Cl-].[NH4+]>CN(C)C=O>[Cl:32][C:33]1[CH:42]=[C:41]2[C:36]([CH:37]=[CH:38][C:39](/[CH:43]=[CH:44]/[C:45]3[CH:46]=[C:47]([CH:50]=[CH:51][CH:52]=3)[CH2:48][N:30]3[C:31]4[C:27](=[CH:26][CH:25]=[CH:24][C:23]=4[O:22][C:3]([C:16]4[CH:21]=[CH:20][CH:19]=[CH:18][CH:17]=4)([C:10]4[CH:11]=[CH:12][CH:13]=[CH:14][CH:15]=4)[C:4]4[CH:9]=[CH:8][CH:7]=[CH:6][CH:5]=4)[CH:28]=[CH:29]3)=[N:40]2)=[CH:35][CH:34]=1 |f:0.1,4.5|. Reported procedure: 60% Sodium hydride dispersion in mineral oil (44 mg 1.1 mmol) was added to a stirred solution of 7-trityloxyindole (Example 12a) (375 mg, 1.0 mmol) in dimethylformamide (4 ml). The mixture was stirred for 10 minutes at room temperature then a suspension of 3-[2(E)-(7-chloroquinolin-2-yl)ethenyl]benzyl chloride (Example 6a) (251 mg, 0.80 mmol) in dimethylformamide (4 ml) was added and the mixture was stirred for a further 3 hours. The dark solution was poured onto saturated ammonium chloride solu... Starting materials: NC=1N=CN(C1C(=O)N)CC1=CC(=CC=C1)OC (4-amino-1-(3-methoxybenzyl)-5-imidazolecarboxamide), C(C)(C)(C)OC(=O)N(C)CC(=O)O (2-(N-t-butyloxycarbonyl-N-methylamino)acetic acid). Product: C(C)(C)(C)OC(=O)N(C)CC(=O)NC=1N=CN(C1C(=O)N)CC1=CC(=CC=C1)OC (4-(2-(N-t-butyloxycarbonyl-N-methylamino)acetylamino)-1-(3-methoxybenzyl)-5-imidazolecarboxamide). The yield is 63.0%. RXN SMILES: [NH2:1][C:2]1[N:3]=[CH:4][N:5]([CH2:10][C:11]2[CH:16]=[CH:15][CH:14]=[C:13]([O:17][CH3:18])[CH:12]=2)[C:6]=1[C:7]([NH2:9])=[O:8].[C:19]([O:23][C:24]([N:26]([CH2:28][C:29](O)=[O:30])[CH3:27])=[O:25])([CH3:22])([CH3:21])[CH3:20]>>[C:19]([O:23][C:24]([N:26]([CH2:28][C:29]([NH:1][C:2]1[N:3]=[CH:4][N:5]([CH2:10][C:11]2[CH:16]=[CH:15][CH:14]=[C:13]([O:17][CH3:18])[CH:12]=2)[C:6]=1[C:7]([NH2:9])=[O:8])=[O:30])[CH3:27])=[O:25])([CH3:22])([CH3:21])[CH3:20]. Reported procedure: An amidation reaction and post-treatment were carried out following the conditions of Example 17, using 1.97 g (8.00 mmol) of 4-amino-1-(3-methoxybenzyl)-5-imidazolecarboxamide prepared in the same manner as in Example 81 and 2-(N-t-butyloxycarbonyl-N-methylamino)acetic acid instead of 3-pyridylacetic acid hydrochloride to obtain 2.12 g of 4-(2-(N-t-butyloxycarbonyl-N-methylamino)acetylamino)-1-(3-methoxybenzyl)-5-imidazolecarboxamide (yield 63%). Starting materials: ClC1=CC(=C(N)C=C1)[N+](=O)[O-] (4-chloro-2-nitroaniline), C([O-])(O)=O.[Na+] (sodium bicarbonate), C(C)(=O)NC1=CC=C(C=C1)O (p-acetamidophenol), Cl (hydrochloric acid), N(=O)[O-].[Na+] (sodium nitrite), [OH-].[Na+] (sodium hydroxide). The solvent is O (water), O (water), CCOCC (ether). Run at time 30 minute. Yields the product N1N=NC2=C1C=CC=C2 (benzotriazole). Isolated yield 38.0%. Reaction SMILES: Cl[C:2]1[CH:8]=[CH:7][C:5]([NH2:6])=[C:4]([N+:9]([O-])=O)[CH:3]=1.Cl.[N:13]([O-])=O.[Na+].C(NC1C=CC(O)=CC=1)(=O)C.C(=O)(O)[O-].[Na+].[OH-].[Na+]>CCOCC.O>[NH:9]1[C:4]2[CH:3]=[CH:2][CH:8]=[CH:7][C:5]=2[N:6]=[N:13]1 |f:2.3,5.6,7.8|. Procedure details: To a cooled (0°-5° C.), well stirred suspension of 4-chloro-2-nitroaniline, 34.4 g. (0.2 mole) in 80 ml. of concentrated hydrochloric acid was added, dropwise, 18.0 g. (0.26 mole) of sodium nitrite in 10 ml. of water. The addition required approximately 30 minutes. After the addition was complete, the reaction mixture was filtered and the filtrate placed in an addition funnel containing approximately 100 g. of crushed ice. This solution was used immediately in the next step. The solution was add... The reactants are COC([C@H](CCCC)NC(C1=C(C=C(C=C1)OC)N)=O)=O ((S)-2-(2-amino-4-methoxy-benzoylamino)-hexanoic acid methyl ester), ClC(=O)OC(Cl)(Cl)Cl (trichloromethyl chloroformate). Solvent: CCOC(=O)C (EtOAc), C1CCOC1 (THF). Conditions: temperature 90 celsius, time 4 hour. Yields the product COC([C@H](CCCC)N1C(NC2=CC(=CC=C2C1=O)OC)=O)=O ((S)-2-(7-methoxy-2,4-dioxo-1,4-dihydro-2H-quinazolin-3-yl)-hexanoic acid methyl ester). Isolated yield 209.4%. As a reaction SMILES: [CH3:1][O:2][C:3](=[O:21])[C@@H:4]([NH:9][C:10](=[O:20])[C:11]1[CH:16]=[CH:15][C:14]([O:17][CH3:18])=[CH:13][C:12]=1[NH2:19])[CH2:5][CH2:6][CH2:7][CH3:8].Cl[C:23](OC(Cl)(Cl)Cl)=[O:24]>C1COCC1.CCOC(C)=O>[CH3:1][O:2][C:3](=[O:21])[C@@H:4]([N:9]1[C:10](=[O:20])[C:11]2[C:12](=[CH:13][C:14]([O:17][CH3:18])=[CH:15][CH:16]=2)[NH:19][C:23]1=[O:24])[CH2:5][CH2:6][CH2:7][CH3:8]. Procedure details: To a solution of (S)-2-(2-amino-4-methoxy-benzoylamino)-hexanoic acid methyl ester (1.0 g, 3.50 mmol) in THF (30 mL) is added trichloromethyl chloroformate (325 mg, 1.64 mmol). The mixture is stirred at 90° C. for 4 hours. The reaction mixture is allowed to cool to room temperature, diluted with EtOAc (100 mL) and washed with H2O (50 mL×3). The organic layer is dried over sodium sulfate and concentrated to give (S)-2-(7-methoxy-2,4-dioxo-1,4-dihydro-2H-quinazolin-3-yl)-hexanoic acid methyl ester... Reactants: C(C1=CC=CC=C1)OC(=O)NC1C(NC2=C(C(=N1)C(C)C)C=CC=C2)=O ((3RS)-3-benzyloxycarbonylamino-2,3-dihydro-5-isopropyl-1H-1,4-benzodiazepin-2-one), CN(C=O)C (N,N-dimethylformamide), BrCC(=O)N1CC2CCC(C1)CC2 (N-bromomethylcarbonyl-3-azabicyclo[3.2.2]nonane), CN(C=O)C (N,N-dimethylformamide), [H-].[Na+] (sodium hydride), CN(C=O)C (N, N-dimethylformamide). Reaction conditions: time 1 hour. Yields the product C12CN(CC(CC1)CC2)C(=O)CN2C(C(N=C(C1=C2C=CC=C1)C(C)C)(OCC1=CC=CC=C1)N=C=O)=O ((3RS)-1-[(3-azabicyclo[3.2.2]non-3-yl)carbonylmethyl]-3-benzyloxy-carbonylamino-2,3-dihydro-5-isopropyl-1H-1,4-benzodiazepin-2-one). Reaction SMILES: [H-].[Na+].C(O[C:11]([NH:13][CH:14]1[N:20]=[C:19]([CH:21]([CH3:23])[CH3:22])[C:18]2[CH:24]=[CH:25][CH:26]=[CH:27][C:17]=2[NH:16][C:15]1=[O:28])=[O:12])C1C=CC=CC=1.Br[CH2:30][C:31]([N:33]1[CH2:39][CH:38]2[CH2:40][CH2:41][CH:35]([CH2:36][CH2:37]2)[CH2:34]1)=[O:32].CN(C)[CH:44]=[O:45]>>[CH:35]12[CH2:41][CH2:40][CH:38]([CH2:37][CH2:36]1)[CH2:39][N:33]([C:31]([CH2:30][N:16]1[C:17]3[CH:27]=[CH:26][CH:25]=[CH:24][C:18]=3[C:19]([CH:21]([CH3:22])[CH3:23])=[N:20][C:14]([N:13]=[C:11]=[O:12])([O:45][CH2:44][C:17]3[CH:27]=[CH:26][CH:25]=[CH:24][CH:18]=3)[C:15]1=[O:28])=[O:32])[CH2:34]2 |f:0.1|. Procedure: To a suspension of sodium hydride (0.123 g of a 65% dispersion in mineral oil) in dry N, N-dimethylformamide (10 ml) was added dropwise a solution of (3RS)-3-benzyloxycarbonylamino-2,3-dihydro-5-isopropyl-1H-1,4-benzodiazepin-2-one (1.00 g) in dry N,N-dimethylformamide (5 ml) under cooling in an ice-bath. The mixture was stirred at the same temperature for 1 hour and then at room temperature for 1 hour. To the mixture was added dropwise a solution of N-bromomethylcarbonyl-3-azabicyclo[3.2.2]nona... The reactants are Cl (HCl), ClC1=NC=CC(=C1Cl)C(=O)NCC12CC3CC(CC(C1)C3)C2 (2,3-dichloro-N-(tricyclo[3.3.1.13,7]dec-1-ylmethyl)-pyridine-4-carboxamide), C(C)(C)(C)OC(=O)N1CCNCC1 (1-t-butoxycarbonylpiperazine). Yields the product Cl.ClC=1C(=NC=CC1C(=O)NCC12CC3CC(CC(C1)C3)C2)N2CCNCC2 (3-Chloro-2-piperazinyl-N-(tricyclo[3.3.1.13,7]dec-1-ylmethyl)-pyridine-4-carboxamide, hydrochloride salt). The solvent is O1CCOCC1 (dioxan), CO (methanol), CS(=O)C (dimethylsulfoxide). Isolated yield 26.6%. Reaction SMILES: [Cl:1][C:2]1[C:7]([Cl:8])=[C:6]([C:9]([NH:11][CH2:12][C:13]23[CH2:22][CH:17]4[CH2:18][CH:19]([CH2:21][CH:15]([CH2:16]4)[CH2:14]2)[CH2:20]3)=[O:10])[CH:5]=[CH:4][N:3]=1.C(OC([N:30]1[CH2:35][CH2:34][NH:33][CH2:32][CH2:31]1)=O)(C)(C)C.Cl>CS(C)=O.CO.O1CCOCC1>[ClH:1].[Cl:8][C:7]1[C:2]([N:30]2[CH2:35][CH2:34][NH:33][CH2:32][CH2:31]2)=[N:3][CH:4]=[CH:5][C:6]=1[C:9]([NH:11][CH2:12][C:13]12[CH2:20][CH:19]3[CH2:21][CH:15]([CH2:16][CH:17]([CH2:18]3)[CH2:22]1)[CH2:14]2)=[O:10] |f:6.7|. Reported procedure: A solution of 2,3-dichloro-N-(tricyclo[3.3.1.13,7]dec-1-ylmethyl)-pyridine-4-carboxamide (0.15 g, Example 10a) and 1-t-butoxycarbonylpiperazine (0.19 g) in dimethylsulfoxide (2 ml) was heated at 100° C. for 8 hours. The solution was cooled and partitioned between saturated aqueous sodium bicarbonate solution and dichloromethane and the organic layer dried over magnesium sulphate. Concentration in vacuo and chromatography on silica gave a colourless solid. This was redissolved in methanol and tre... The reactants are OC=C1C(NC2=CC=CC=C12)=O (3-hydroxymethylene-1,3-dihydro-indol-2-one), NC1=CC=C(C=C1)S(=O)(=O)OC1=CC=CC=C1 (phenyl 4-aminobenzenesulfonate). Yields the product C1(=CC=CC=C1)OS(=O)(=O)C1=CC=C(C=C1)NC=C1C(NC2=CC=CC=C12)=O (4-[(2-Oxo-1,2-dihydro-indol-3-ylidenemethyl)-amino]-benzensulfonic acid phenyl ester). The yield is 23.0%. As a reaction SMILES: O[CH:2]=[C:3]1[C:11]2[C:6](=[CH:7][CH:8]=[CH:9][CH:10]=2)[NH:5][C:4]1=[O:12].[NH2:13][C:14]1[CH:19]=[CH:18][C:17]([S:20]([O:23][C:24]2[CH:29]=[CH:28][CH:27]=[CH:26][CH:25]=2)(=[O:22])=[O:21])=[CH:16][CH:15]=1>>[C:24]1([O:23][S:20]([C:17]2[CH:16]=[CH:15][C:14]([NH:13][CH:2]=[C:3]3[C:11]4[C:6](=[CH:7][CH:8]=[CH:9][CH:10]=4)[NH:5][C:4]3=[O:12])=[CH:19][CH:18]=2)(=[O:21])=[O:22])[CH:25]=[CH:26][CH:27]=[CH:28][CH:29]=1. Procedure details: The title compound was prepared in 23% yield from 3-hydroxymethylene-1,3-dihydro-indol-2-one and phenyl 4-aminobenzenesulfonate according to Procedure J: 1H NMR (DMSO-d6): δ10.8 (d, 1H), 10.5 (s, 1H), 8.6 (d, 1H), 7.7 (d, 2H), 7.6 (m, 3H), 7.4 (m, 2H), 7.3 (m, 1H), 7.0 (m., 3H), 6.9 (t, 1H), 6.8 (d, 1H); APCI−MS m/z 391 (M−H)−.